From a dataset of the Open Reaction Database (ORD), a public repository of structured organic reaction records. describe an organic reaction: reactants, conditions, products, and yield Yield: 50.4%. Reaction conditions: temperature 150 celsius. The solvent is CC(=O)N(C)C (DMA), O (water). Yields the product CC1=CC=C(OC2=C(C=O)C=CC=C2)C=C1 (2-(4-methylphenoxy)-benzaldehyde). Reactants: FC1=C(C=O)C=CC=C1 (2-fluorobenzaldehyde), C1=CC(=CC=C1O)C (p-cresol), C(=O)([O-])[O-].[K+].[K+] (K2CO3), C(C)(=O)OCC (ethyl acetate). Procedure details: To a solution of 2-fluorobenzaldehyde (3.54 g, 28.5 mmol) in DMA (20 mL) is added p-cresol (3.08 g, 28.5 mmol) and K2CO3 (4.72 g, 34.2 mmol), and the reaction mixture is heated to 150° C. for 12 h. Once complete, the reaction mixture is cooled to room temperature and diluted with water (100 mL) prior to being poured into a separatory funnel containing ethyl acetate (250 mL). The organic layer is separated, washed with brine (2×) and dried over sodium sulfate prior to concentration. The crude pro... As a reaction SMILES: F[C:2]1[CH:9]=[CH:8][CH:7]=[CH:6][C:3]=1[CH:4]=[O:5].[CH:10]1[C:15]([OH:16])=[CH:14][CH:13]=[C:12]([CH3:17])[CH:11]=1.C([O-])([O-])=O.[K+].[K+].C(OCC)(=O)C>CC(N(C)C)=O.O>[CH3:17][C:12]1[CH:11]=[CH:10][C:15]([O:16][C:2]2[CH:9]=[CH:8][CH:7]=[CH:6][C:3]=2[CH:4]=[O:5])=[CH:14][CH:13]=1 |f:2.3.4|. Starting materials: ClCCl, O=C(Cl)c1ccccc1[N+](=O)[O-], COC(=O)c1cnc(Cl)c(N)c1, c1ccncc1. Yields the product COC(=O)c1cnc(Cl)c(NC(=O)c2ccccc2[N+](=O)[O-])c1. Reaction SMILES: [Cl:31][CH2:32][Cl:33].[N+:19](=[O:20])([O-:21])[c:22]1[c:23]([C:24](=[O:25])[Cl:26])[cH:27][cH:28][cH:29][cH:30]1.[NH2:7][c:8]1[c:9]([Cl:18])[n:10][cH:11][c:12]([C:13](=[O:14])[O:15][CH3:16])[cH:17]1.[cH:1]1[cH:2][cH:3][n:4][cH:5][cH:6]1>>[NH:7]([c:8]1[c:9]([Cl:18])[n:10][cH:11][c:12]([C:13](=[O:14])[O:15][CH3:16])[cH:17]1)[C:24]([c:23]1[c:22]([N+:19](=[O:20])[O-:21])[cH:30][cH:29][cH:28][cH:27]1)=[O:25]. Yields the product OCC(N)(CO)CO.C1(CCC1)C=1N=C(SC1)/C=C/C=1C=C(C=CC1)NC(CC1=C(C(=O)O)C=CC=C1)=O ((E)-2-[2-[3-[2-[4-(cyclobutyl)-2-thiazolyl]ethenyl]phenylamino]-2-oxoethyl]benzoic acid tris-(hydroxymethyl)-amino-methane salt). RXN SMILES: [CH:1]1([C:5]2[N:6]=[C:7](/[CH:10]=[CH:11]/[C:12]3[CH:13]=[C:14]([NH:18][C:19](=[O:30])[CH2:20][C:21]4[CH:29]=[CH:28][CH:27]=[CH:26][C:22]=4[C:23]([OH:25])=[O:24])[CH:15]=[CH:16][CH:17]=3)[S:8][CH:9]=2)[CH2:4][CH2:3][CH2:2]1.[OH:31][CH2:32][C:33]([CH2:37][OH:38])([CH2:35][OH:36])[NH2:34]>C(O)C>[OH:31][CH2:32][C:33]([CH2:37][OH:38])([CH2:35][OH:36])[NH2:34].[CH:1]1([C:5]2[N:6]=[C:7](/[CH:10]=[CH:11]/[C:12]3[CH:13]=[C:14]([NH:18][C:19](=[O:30])[CH2:20][C:21]4[CH:29]=[CH:28][CH:27]=[CH:26][C:22]=4[C:23]([OH:25])=[O:24])[CH:15]=[CH:16][CH:17]=3)[S:8][CH:9]=2)[CH2:2][CH2:3][CH2:4]1 |f:3.4|. Reported procedure: A mixture of 0.418 g of (E)-2-[2-[3-[2-[4-(cyclobutyl)-2-thiazolyl]ethenyl]phenylamino]-2-oxoethyl]benzoic acid and 0.1214 g of tris-(hydroxymethyl)-amino-methane were solubilized in 10 ml of ethyl alcohol with warming on a steam bath until all the solids had solubilized. After cooling the reaction mixture was condensed in vacuo at 40° C. to constant weight to yield (E)-2-[2-[3-[2-[4-(cyclobutyl)-2-thiazolyl]ethenyl]phenylamino]-2-oxoethyl]benzoic acid tris-(hydroxymethyl)-amino-methane salt as ... Solvent: C(C)O (ethyl alcohol). The reactants are C1(CCC1)C=1N=C(SC1)/C=C/C=1C=C(C=CC1)NC(CC1=C(C(=O)O)C=CC=C1)=O ((E)-2-[2-[3-[2-[4-(cyclobutyl)-2-thiazolyl]ethenyl]phenylamino]-2-oxoethyl]benzoic acid), OCC(N)(CO)CO (tris-(hydroxymethyl)-amino-methane). Reactants: [H-].[Na+] (NaH), BrC1=NC=CC=C1 (2-bromopyridine), O1C2=C(C=CC=3C[C@@H]4[C@@H]5C=C[C@@H]([C@H]1[C@@]5(C23)CCN4C)O)OCOC (4,5α-epoxy-3-methoxymethoxy-17-methyl-morphinan-7-en-6α-ol). Run in CN(C)C=O (DMF), CN(C)C=O (DMF), CN(C)C=O (DMF). Yields the product O1C2=C(C=CC=3C[C@@H]4[C@@H]5C=C[C@@H]([C@H]1[C@@]5(C23)CCN4C)OC4=NC=CC=C4)OCOC (4,5α-Epoxy-3-methoxymethoxy-17-methyl-6α-((2-pyridyl)-oxy)-morphinan-7-ene). As a reaction SMILES: [H-].[Na+].[O:3]1[C@@H:15]2[C@@:16]34[CH2:18][CH2:19][N:20]([CH3:21])[C@@H:10]([C@@H:11]3[CH:12]=[CH:13][C@@H:14]2[OH:22])[CH2:9][C:8]2=[C:17]4[C:4]1=[C:5]([O:23][CH2:24][O:25][CH3:26])[CH:6]=[CH:7]2.Br[C:28]1[CH:33]=[CH:32][CH:31]=[CH:30][N:29]=1>CN(C=O)C>[O:3]1[C@@H:15]2[C@@:16]34[CH2:18][CH2:19][N:20]([CH3:21])[C@@H:10]([C@@H:11]3[CH:12]=[CH:13][C@@H:14]2[O:22][C:28]2[CH:33]=[CH:32][CH:31]=[CH:30][N:29]=2)[CH2:9][C:8]2=[C:17]4[C:4]1=[C:5]([O:23][CH2:24][O:25][CH3:26])[CH:6]=[CH:7]2 |f:0.1|. Reported procedure: NaH (0.432 g, 18 mmol) is stirred with absolute DMF (12 ml) at ambient temperature and then 4,5α-epoxy-3-methoxymethoxy-17-methyl-morphinan-7-en-6α-ol (1.9764 g, 6 mmol) in DMF (12 ml) is added. After the development of gas has ceased, a solution of 2-bromopyridine in absolute DMF (8 ml) is added at RT. After 3 hours at RT this reaction mixture is poured onto H2O (100 ml) and extracted 3 times with CH2Cl2 (60 ml). The combined organic phases are dried with Ha2SO4, concentrated by rotary evaporat...